Dataset: the Open Reaction Database (ORD), a public repository of structured organic reaction records. Task: describe an organic reaction: reactants, conditions, products, and yield Reactants: FC1=CC=C(C=C1)C(OCCCl)C1=CC=C(C=C1)F (1-bis(4-fluorophenyl)methoxy-2-chloroethane), N1CCC(C(=O)OCC)CC1 (ethyl isonipecotate), C([O-])([O-])=O.[Na+].[Na+] (sodium carbonate). Reagents/catalysts: [I-].[K+] (potassium iodide). Run in C(C(C)C)C(=O)C (methyl isobutyl ketone). Product: FC1=CC=C(C=C1)C(OCCN1CCC(CC1)C(=O)OCC)C1=CC=C(C=C1)F (Ethyl 1-[2-bis(4-fluorophenyl)methoxyethyl]-4-piperidinecarboxylate). Yield: 71.1%. As a reaction SMILES: [F:1][C:2]1[CH:7]=[CH:6][C:5]([CH:8]([C:13]2[CH:18]=[CH:17][C:16]([F:19])=[CH:15][CH:14]=2)[O:9][CH2:10][CH2:11]Cl)=[CH:4][CH:3]=1.[NH:20]1[CH2:30][CH2:29][CH:23]([C:24]([O:26][CH2:27][CH3:28])=[O:25])[CH2:22][CH2:21]1.C(=O)([O-])[O-].[Na+].[Na+]>[I-].[K+].C(C(C)=O)C(C)C>[F:1][C:2]1[CH:7]=[CH:6][C:5]([CH:8]([C:13]2[CH:18]=[CH:17][C:16]([F:19])=[CH:15][CH:14]=2)[O:9][CH2:10][CH2:11][N:20]2[CH2:30][CH2:29][CH:23]([C:24]([O:26][CH2:27][CH3:28])=[O:25])[CH2:22][CH2:21]2)=[CH:4][CH:3]=1 |f:2.3.4,5.6|. Procedure details: 1.43 g of 1-bis(4-fluorophenyl)methoxy-2-chloroethane and 1.00 g of ethyl isonipecotate were added to 10 ml of methyl isobutyl ketone, and the reaction mixture was then heated under reflux for 5 hours together with 2.0 g of sodium carbonate and 10 mg of potassium iodide. At the end of this time, the mixture was filtered and the solvent was removed by distillation under reduced pressure. The resulting residue was purified by silica gel column chromatography. Elution with a 3:1 by volume mixture o... The reactants are CC(C)(C)[O-], ClCCl, Nc1nc(-n2cncn2)c2nc(Cl)ccc2n1, OCCF, [K+]. Yields the product Nc1nc(OCCF)c2nc(Cl)ccc2n1. RXN SMILES: [CH3:1][C:2]([CH3:3])([O-:4])[CH3:5].[Cl:28][CH2:29][Cl:30].[Cl:7][c:8]1[cH:9][cH:10][c:11]2[n:12][c:13]([NH2:23])[n:14][c:15](-[n:18]3[cH:19][n:20][cH:21][n:22]3)[c:16]2[n:17]1.[F:24][CH2:25][CH2:26][OH:27].[K+:6]>>[Cl:7][c:8]1[cH:9][cH:10][c:11]2[n:12][c:13]([NH2:23])[n:14][c:15]([O:27][CH2:26][CH2:25][F:24])[c:16]2[n:17]1. The reactants are C(C)OC(CCN(C1(CCOCC1)C(NO)=O)S(=O)(=O)C1=CC=C(C=C1)OC1=CC=C(C=C1)F)=O (3-[[4-(4-Fluoro-phenoxy)-benzenesulfonyl]-(4-hydroxycarbamoyl-tetrahydro-pyran-4-yl)-amino]-propionic acid ethyl ester), C1(=CC=CC=C1)C (toluene), [OH-].[Na+] (sodium hydroxide), O (water). Run in ClCCl (dichloromethane). Conditions: temperature 0 celsius, time 15 minute. Product: FC1=CC=C(OC2=CC=C(C=C2)S(=O)(=O)N(CCC(=O)O)C2(CCOCC2)C(NO)=O)C=C1 (3-[[4-(4-Fluoro-phenoxy)-benzenesulfonyl]-(4-hydroxycarbamoyl-tetrahydro-pyran-4-yl)-amino]-propionic acid). Reaction SMILES: C([O:3][C:4](=[O:35])[CH2:5][CH2:6][N:7]([S:18]([C:21]1[CH:26]=[CH:25][C:24]([O:27][C:28]2[CH:33]=[CH:32][C:31]([F:34])=[CH:30][CH:29]=2)=[CH:23][CH:22]=1)(=[O:20])=[O:19])[C:8]1([C:14](=[O:17])[NH:15][OH:16])[CH2:13][CH2:12][O:11][CH2:10][CH2:9]1)C.C1(C)C=CC=CC=1.O.[OH-].[Na+]>ClCCl>[F:34][C:31]1[CH:30]=[CH:29][C:28]([O:27][C:24]2[CH:23]=[CH:22][C:21]([S:18]([N:7]([C:8]3([C:14](=[O:17])[NH:15][OH:16])[CH2:9][CH2:10][O:11][CH2:12][CH2:13]3)[CH2:6][CH2:5][C:4]([OH:35])=[O:3])(=[O:19])=[O:20])=[CH:26][CH:25]=2)=[CH:33][CH:32]=1 |f:3.4|. Procedure details: A solution of (15.1 mmol) of the product from Step G in dichloromethane is concentrated by rotary evaporation with the addition of 75 mL of toluene. This solution is treated with 75 mL of water, cooled to 0° C., and treated with 6.05 g (151 mmol, 10 equivalents) of sodium hydroxide pellets over 10 minutes with vigorous stirring. This mixture is stirred for 15 minutes at 0° C. and warmed to ambient temperature over one hour. The aqueous phase is separated, diluted with 7.5 mL of tetrahydrofuran, ... Starting materials: C(C)(C)(C)OC(NC=1[C@@](OC[C@@](N1)(C)C1=NC(=CC=C1F)N)(C(F)(F)F)C)=O ([(2R,5R)-5-(6-amino-3-fluoro-pyridin-2-yl)-2,5-dimethyl-2-trifluoromethyl-5,6-dihydro-2H-[1,4]oxazin-3-yl]-carbamic acid tert-butyl ester), ClC=1C(=NC=C(C1)C#N)C(=O)O (3-chloro-5-cyanopicolinic acid), C1=CC2=C(N=C1)N(N=N2)O (HOAt), CCN=C=NCCCN(C)C.Cl (EDC hydrochloride). Run in CN(C)C=O (DMF), C1(=CC=CC=C1)C (toluene). The product is C(C)(C)(C)OC(NC=1[C@@](OC[C@](N1)(C)C1=NC(=CC=C1F)N)(C(F)(F)F)C)=O ([(2R,5S)-5-(6-Amino-3-fluoro-pyridin-2-yl)-2,5-dimethyl-2-trifluoromethyl-5,6-dihydro-2H-[1,4]oxazin-3-yl]-carbamic acid tert-butyl ester). Isolated yield 76.0%. RXN SMILES: [C:1]([O:5][C:6](=[O:28])[NH:7][C:8]1[C@:9]([CH3:27])([C:23]([F:26])([F:25])[F:24])[O:10][CH2:11][C@:12]([C:15]2[C:20]([F:21])=[CH:19][CH:18]=[C:17]([NH2:22])[N:16]=2)([CH3:14])[N:13]=1)([CH3:4])([CH3:3])[CH3:2].ClC1C(C(O)=O)=NC=C(C#N)C=1.C1C=NC2N(O)N=NC=2C=1.CCN=C=NCCCN(C)C.Cl>CN(C=O)C.C1(C)C=CC=CC=1>[C:1]([O:5][C:6](=[O:28])[NH:7][C:8]1[C@:9]([CH3:27])([C:23]([F:26])([F:24])[F:25])[O:10][CH2:11][C@@:12]([C:15]2[C:20]([F:21])=[CH:19][CH:18]=[C:17]([NH2:22])[N:16]=2)([CH3:14])[N:13]=1)([CH3:2])([CH3:3])[CH3:4] |f:3.4|. Procedure: A mixture of [(2R,5R)-5-(6-amino-3-fluoro-pyridin-2-yl)-2,5-dimethyl-2-trifluoromethyl-5,6-dihydro-2H-[1,4]oxazin-3-yl]-carbamic acid tert-butyl ester (406 mg, 0.999 mmol), 3-chloro-5-cyanopicolinic acid (201 mg, 1.099 mmol), HOAt (245 mg, 1.798 mmol) and EDC hydrochloride (287 mg, 1.499 mmol) was stirred in DMF (10.2 ml) at rt for 44 hours. The reaction mixture was diluted with toluene and washed with sat. aq. sodium bicarbonate solution, water and brine, dried over sodium sulfate, filtered and...